From a dataset of the Open Reaction Database (ORD), a public repository of structured organic reaction records. describe an organic reaction: reactants, conditions, products, and yield Starting materials: NC1=CC=C(C=C1)SC1=CC2=CC=CC=C2C=C1 (2-(4-Aminophenylthio)naphthalene), ClC1=C(C=C(C=C1)N=C=S)C(F)(F)F (4-chloro-3-trifluoromethylphenylisothiocyanate). The product is C1=C(C=CC2=CC=CC=C12)SC1=CC=C(C=C1)NC(=S)NC1=CC(=C(C=C1)Cl)C(F)(F)F (1-[4-(2-Naphthylthio)phenyl]-3-(4-chloro-3-trifluoromethylphenyl)thiourea). Isolated yield 34.1%. RXN SMILES: [NH2:1][C:2]1[CH:7]=[CH:6][C:5]([S:8][C:9]2[CH:18]=[CH:17][C:16]3[C:11](=[CH:12][CH:13]=[CH:14][CH:15]=3)[CH:10]=2)=[CH:4][CH:3]=1.[Cl:19][C:20]1[CH:25]=[CH:24][C:23]([N:26]=[C:27]=[S:28])=[CH:22][C:21]=1[C:29]([F:32])([F:31])[F:30]>>[CH:10]1[C:11]2[C:16](=[CH:15][CH:14]=[CH:13][CH:12]=2)[CH:17]=[CH:18][C:9]=1[S:8][C:5]1[CH:6]=[CH:7][C:2]([NH:1][C:27]([NH:26][C:23]2[CH:24]=[CH:25][C:20]([Cl:19])=[C:21]([C:29]([F:32])([F:30])[F:31])[CH:22]=2)=[S:28])=[CH:3][CH:4]=1. Procedure: 2-(4-Aminophenylthio)naphthalene (4.2 mmoles, 1.06 g) and 4-chloro-3-trifluoromethylphenylisothiocyanate (4.2 mmoles, 0.93 g) were reacted according to procedure A to yield of the title compound 0.7 g, 34%. Mass Spec (FD) 489. Calculated for C24H16ClF3N2S2 : C,; H, N, Found: C,; H,; N,. The reactants are ClC1=CC(=C(C=N1)CC(=O)N)NCC1=CC(=CC(=C1)F)F (6-chloro-4-[(3,5-difluorobenzyl)amino]pyridine-3-carboxyamide), compound, O1CCC(CC1)C1=CC=C(N)C=C1 (4-(tetrahydro-2H-pyran-4-yl)aniline), ClCCl (dichloromethane), CC(C)([O-])C.[Na+] (sodium tert-butoxide). The reagents and catalysts are C1=CC=C(C=C1)P([C-]2C=CC=C2)C3=CC=CC=C3.C1=CC=C(C=C1)P([C-]2C=CC=C2)C3=CC=CC=C3.Cl[Pd]Cl.[Fe+2] ([1,1′-bis(diphenylphosphino)ferrocene]dichloropalladium), C1(=CC=CC=C1)P([C-]1C=CC=C1)C1=CC=CC=C1.[C-]1(C=CC=C1)P(C1=CC=CC=C1)C1=CC=CC=C1.[Fe+2] (1,1′-bis (diphenylphosphino)ferrocene). Solvent: O1CCOCC1 (1,4-dioxane). The product is FC=1C=C(CNC2=C(C=NC(=C2)NC2=CC=C(C=C2)C2CCOCC2)CC(=O)N)C=C(C1)F (4-[(3,5-difluorobenzyl)amino]-6-{[4-(tetrahydro-2H-pyran-4-yl)phenyl]amino}pyridine-3-carboxyamide). Isolated yield 16.6%. RXN SMILES: Cl[C:2]1[N:7]=[CH:6][C:5]([CH2:8][C:9]([NH2:11])=[O:10])=[C:4]([NH:12][CH2:13][C:14]2[CH:19]=[C:18]([F:20])[CH:17]=[C:16]([F:21])[CH:15]=2)[CH:3]=1.[O:22]1[CH2:27][CH2:26][CH:25]([C:28]2[CH:34]=[CH:33][C:31]([NH2:32])=[CH:30][CH:29]=2)[CH2:24][CH2:23]1.ClCCl.CC(C)([O-])C.[Na+]>O1CCOCC1.C1C=CC(P(C2C=CC=CC=2)[C-]2C=CC=C2)=CC=1.C1C=CC(P(C2C=CC=CC=2)[C-]2C=CC=C2)=CC=1.Cl[Pd]Cl.[Fe+2].C1(P(C2C=CC=CC=2)[C-]2C=CC=C2)C=CC=CC=1.[C-]1(P(C2C=CC=CC=2)C2C=CC=CC=2)C=CC=C1.[Fe+2]>[F:21][C:16]1[CH:15]=[C:14]([CH:19]=[C:18]([F:20])[CH:17]=1)[CH2:13][NH:12][C:4]1[CH:3]=[C:2]([NH:32][C:31]2[CH:33]=[CH:34][C:28]([CH:25]3[CH2:24][CH2:23][O:22][CH2:27][CH2:26]3)=[CH:29][CH:30]=2)[N:7]=[CH:6][C:5]=1[CH2:8][C:9]([NH2:11])=[O:10] |f:3.4,6.7.8.9,10.11.12|. Procedure: 29 mg of 6-chloro-4-[(3,5-difluorobenzyl)amino]pyridine-3-carboxyamide (the compound of Example 20) and 35 mg of 4-(tetrahydro-2H-pyran-4-yl)aniline were dissolved in 0.35 mL of 1,4-dioxane, to which 8.0 mg of [1,1′-bis(diphenylphosphino)ferrocene]dichloropalladium (II) complex with dichloromethane, 17 mg of 1,1′-bis (diphenylphosphino)ferrocene and 12 mg of sodium tert-butoxide were added, and stirred using a microwave reaction apparatus under an argon atmosphere at 100° C. for 1 hour. After co...